Dataset: the Open Reaction Database (ORD), a public repository of structured organic reaction records. Task: describe an organic reaction: reactants, conditions, products, and yield The reactants are COC(C1=CC=C(C=C1)OC(CCC(C)(C)C)C=1C=NC(=CC1)C1=CC=C(C=C1)C(F)(F)F)=O (4-{4,4-Dimethyl-1-[6-(4-trifluoromethyl-phenyl)-pyridin-3-yl]-pentyloxy}-benzoic acid methyl ester), [OH-].[Na+] (NaOH), Cl (HCl). Run in C1CCOC1 (THF). Yields the product CC(CCC(OC1=CC=C(C(=O)O)C=C1)C=1C=NC(=CC1)C1=CC=C(C=C1)C(F)(F)F)(C)C (4-{4,4-Dimethyl-1-[6-(4-trifluoromethyl-phenyl)-pyridin-3-yl]-pentyloxy}-benzoic acid). Reaction SMILES: C[O:2][C:3](=[O:34])[C:4]1[CH:9]=[CH:8][C:7]([O:10][CH:11]([C:18]2[CH:19]=[N:20][C:21]([C:24]3[CH:29]=[CH:28][C:27]([C:30]([F:33])([F:32])[F:31])=[CH:26][CH:25]=3)=[CH:22][CH:23]=2)[CH2:12][CH2:13][C:14]([CH3:17])([CH3:16])[CH3:15])=[CH:6][CH:5]=1.[OH-].[Na+].Cl>C1COCC1>[CH3:15][C:14]([CH3:17])([CH3:16])[CH2:13][CH2:12][CH:11]([C:18]1[CH:19]=[N:20][C:21]([C:24]2[CH:25]=[CH:26][C:27]([C:30]([F:33])([F:31])[F:32])=[CH:28][CH:29]=2)=[CH:22][CH:23]=1)[O:10][C:7]1[CH:6]=[CH:5][C:4]([C:3]([OH:34])=[O:2])=[CH:9][CH:8]=1 |f:1.2|. Procedure: 4-{4,4-Dimethyl-1-[6-(4-trifluoromethyl-phenyl)-pyridin-3-yl]-pentyloxy}-benzoic acid methyl ester (isomer 2) is taken into THF (1.0 mL) and treated with NaOH (1.0 mL, 5.0 N), then refluxed under nitrogen. The reaction mixture is neutralized with HCl (1.0 mL, 5.0 N), extracted with ethyl ether, dried over sodium sulfate. Concentration gives the title compound, (180 mg, 0.38 mmol), 55%. Reactants: O=c1ccccn1C(=S)n1ccccc1=O, CCOC(C)=O, CCCCCC, COc1cc2cnc(N)cc2cc1Cl, ClCCl. Yields the product COc1cc2cnc(N=C=S)cc2cc1Cl. RXN SMILES: [C:1](=[S:2])([n:3]1[cH:4][cH:5][cH:6][cH:7][c:8]1=[O:9])[n:10]1[cH:11][cH:12][cH:13][cH:14][c:15]1=[O:16].[C:40]([O:41][CH2:42][CH3:43])(=[O:44])[CH3:45].[CH3:34][CH2:35][CH2:36][CH2:37][CH2:38][CH3:39].[Cl:17][c:18]1[cH:19][c:20]2[cH:21][c:22]([NH2:30])[n:23][cH:24][c:25]2[cH:26][c:27]1[O:28][CH3:29].[Cl:31][CH2:32][Cl:33]>>[C:1](=[S:2])=[N:30][c:22]1[cH:21][c:20]2[cH:19][c:18]([Cl:17])[c:27]([O:28][CH3:29])[cH:26][c:25]2[cH:24][n:23]1. Reactants: C1CCOC1, Cl, CCOC(=O)CN1C(=O)C2(CCCCC2)N(C(=O)OC(C)(C)C)CC1(C)c1cc(F)cc(F)c1, [Li+], [OH-], O. Yields the product CC(C)(C)OC(=O)N1CC(C)(c2cc(F)cc(F)c2)N(CC(=O)[O-])C(=O)C12CCCCC2, [Li+]. Reaction SMILES: [CH2:38]1[O:39][CH2:40][CH2:41][CH2:42]1.[ClH:37].[F:1][c:2]1[cH:3][c:4]([C:9]2([CH3:34])[CH2:10][N:11]([C:27](=[O:28])[O:29][C:30]([CH3:31])([CH3:32])[CH3:33])[C:12]3([C:13](=[O:21])[N:14]2[CH2:15][C:16](=[O:17])[O:18][CH2:19][CH3:20])[CH2:22][CH2:23][CH2:24][CH2:25][CH2:26]3)[cH:5][c:6]([F:8])[cH:7]1.[Li+:36].[OH-:35].[OH2:43]>>[F:1][c:2]1[cH:3][c:4]([C:9]2([CH3:34])[CH2:10][N:11]([C:27](=[O:28])[O:29][C:30]([CH3:31])([CH3:32])[CH3:33])[C:12]3([C:13](=[O:21])[N:14]2[CH2:15][C:16](=[O:17])[O-:18])[CH2:22][CH2:23][CH2:24][CH2:25][CH2:26]3)[cH:5][c:6]([F:8])[cH:7]1.[Li+:36]. The reactants are CCCCN=C=O, CCN(CC)S(=O)(=O)c1ccccc1S(N)(=O)=O, C1CN2CCN1CC2, O=C(Cl)Cl. The product is CCN(CC)S(=O)(=O)c1ccccc1S(=O)(=O)N=C=O. Reaction SMILES: [CH2:19]([N:20]=[C:24]=[O:25])[CH2:21][CH2:22][CH3:23].[CH2:1]([CH3:2])[N:3]([S:4](=[O:5])(=[O:6])[c:7]1[c:8]([S:13](=[O:14])(=[O:15])[NH2:16])[cH:9][cH:10][cH:11][cH:12]1)[CH2:17][CH3:18].[CH2:26]1[N:27]2[CH2:28][CH2:29][N:30]([CH2:31][CH2:32]2)[CH2:33]1.[Cl:34][C:35](=[O:36])[Cl:37]>>[CH2:1]([CH3:2])[N:3]([S:4](=[O:5])(=[O:6])[c:7]1[c:8]([S:13](=[O:14])(=[O:15])[N:16]=[C:24]=[O:25])[cH:9][cH:10][cH:11][cH:12]1)[CH2:17][CH3:18]. The reactants are IN1C(CCC1=O)=O (N-iodosuccinimide), ice water, ClC1=C(C(=O)O)C=CC(=C1)O (2-Chloro-4-hydroxybenzoic acid), IN1C(CCC1=O)=O (N-iodosuccinimide). Solvent: FC(S(=O)(=O)O)(F)F (trifluoromethanesulfonic acid), FC(S(=O)(=O)O)(F)F (trifluoromethanesulfonic acid). Conditions: time 15 hour. The product is ClC1=C(C(=O)O)C=C(C(=C1)O)I (2-chloro-4-hydroxy-5-iodobenzoic acid). The yield is 64.3%. RXN SMILES: [Cl:1][C:2]1[CH:10]=[C:9]([OH:11])[CH:8]=[CH:7][C:3]=1[C:4]([OH:6])=[O:5].[I:12]N1C(=O)CCC1=O>FC(F)(F)S(O)(=O)=O>[Cl:1][C:2]1[CH:10]=[C:9]([OH:11])[C:8]([I:12])=[CH:7][C:3]=1[C:4]([OH:6])=[O:5]. Procedure details: 2-Chloro-4-hydroxybenzoic acid (5.18 g, 30.02 mmol) was dissolved in trifluoromethanesulfonic acid (25 g) and N-iodosuccinimide (6.75 g, 30.00 mmol) was added by portions at 0° C. After stirring at room temperature for 15 hr, trifluoromethanesulfonic acid (25 g) was further added, and N-iodosuccinimide (2.02 g, 8.98 mmol) was added by portions at 0° C. After stirring at room temperature for 13.5 hr, the reaction mixture was added to ice water (300 ml), and the mixture was stirred for 2 hr. The p... Reactants: ice water, COC1=CC(=CC=C1)CC[N+](=O)[O-] (1-methoxy-3-(2-nitroethyl)benzene), C(C=C)(=O)OC(C)(C)C (tert-butyl acrylate), N12CCCCCC2=NCCC1 (1,8-diazabicyclo[5.4.0]undec-7-ene). The solvent is ClCCl (dichloromethane), ClCCl (dichloromethane). Reaction conditions: time 18.5 hour. The product is COC=1C=C(C=CC1)CC(CCC(=O)OC(C)(C)C)[N+](=O)[O-] (tert-butyl 5-(3-methoxyphenyl)-4-nitrovalerate). Yield: 76.2%. RXN SMILES: [CH3:1][O:2][C:3]1[CH:8]=[CH:7][CH:6]=[C:5]([CH2:9][CH2:10][N+:11]([O-:13])=[O:12])[CH:4]=1.[C:14]([O:18][C:19]([CH3:22])([CH3:21])[CH3:20])(=[O:17])[CH:15]=[CH2:16].N12CCCN=C1CCCCC2>ClCCl>[CH3:1][O:2][C:3]1[CH:4]=[C:5]([CH2:9][CH:10]([N+:11]([O-:13])=[O:12])[CH2:16][CH2:15][C:14]([O:18][C:19]([CH3:22])([CH3:21])[CH3:20])=[O:17])[CH:6]=[CH:7][CH:8]=1. Reported procedure: To a solution of 1-methoxy-3-(2-nitroethyl)benzene (22.59 g) and tert-butyl acrylate (15.98 g) in dichloromethane (180 ml) was added a solution of 1,8-diazabicyclo[5.4.0]undec-7-ene (1.90 g) in dichloromethane (45 ml) in an ice bath. After stirring for 18.5 hours at ambient temperature, ice water (70 ml) was added to the solution. The organic layer was separated, washed successively with 1N hydrochloric acid, and brine. The solution was treated with silica gel (70 g) and evaporated in vacuo to g... Reactants: Cl, O=C(O)c1cc2cc(C(F)(F)F)ccc2s1, C1CCC2=NCCCN2CC1. Product: FC(F)(F)c1ccc2sccc2c1. Reaction SMILES: [ClH:28].[F:1][C:2]([c:3]1[cH:4][c:5]2[c:6]([s:7][c:8]([C:10]([OH:11])=[O:12])[cH:9]2)[cH:13][cH:14]1)([F:15])[F:16].[N:17]12[CH2:18][CH2:19][CH2:20][N:21]=[C:22]1[CH2:23][CH2:24][CH2:25][CH2:26][CH2:27]2>>[F:1][C:2]([c:3]1[cH:4][c:5]2[c:6]([s:7][cH:8][cH:9]2)[cH:13][cH:14]1)([F:15])[F:16]. The reactants are O=C([O-])[O-], Cc1ccccc1, COC(=O)c1ccc(-c2cc(C)c(Oc3nc(Cl)nc4c3ncn4C)c(C)c2)cc1, [Cs+], [Cs+], N#Cc1ccc(N)cc1, CC(=O)[O-], CC(=O)[O-], [Pd+2], c1ccc(P(c2ccccc2)c2ccc3ccccc3c2-c2c(P(c3ccccc3)c3ccccc3)ccc3ccccc23)cc1. Product: COC(=O)c1ccc(-c2cc(C)c(Oc3nc(Nc4ccc(C#N)cc4)nc4c3ncn4C)c(C)c2)cc1. RXN SMILES: [C:86](=[O:87])([O-:88])[O-:89].[CH3:92][c:93]1[cH:94][cH:95][cH:96][cH:97][cH:98]1.[Cl:1][c:2]1[n:3][c:4]([O:12][c:13]2[c:14]([CH3:30])[cH:15][c:16](-[c:20]3[cH:21][cH:22][c:23]([C:26](=[O:27])[O:28][CH3:29])[cH:24][cH:25]3)[cH:17][c:18]2[CH3:19])[c:5]2[n:6][cH:7][n:8]([CH3:11])[c:9]2[n:10]1.[Cs+:90].[Cs+:91].[NH2:31][c:32]1[cH:33][cH:34][c:35]([C:36]#[N:37])[cH:38][cH:39]1.[O-:100][C:101]([CH3:102])=[O:103].[O-:104][C:105]([CH3:106])=[O:107].[Pd+2:99].[cH:40]1[cH:41][cH:42][c:43]([P:44]([c:45]2[cH:46][cH:47][c:48]3[c:49]([cH:50][cH:51][cH:52][cH:53]3)[c:54]2-[c:55]2[c:56]3[c:57]([cH:58][cH:59][cH:60][cH:61]3)[cH:62][cH:63][c:64]2[P:65]([c:66]2[cH:67][cH:68][cH:69][cH:70][cH:71]2)[c:72]2[cH:73][cH:74][cH:75][cH:76][cH:77]2)[c:78]2[cH:79][cH:80][cH:81][cH:82][cH:83]2)[cH:84][cH:85]1>>[c:2]1([NH:31][c:32]2[cH:33][cH:34][c:35]([C:36]#[N:37])[cH:38][cH:39]2)[n:3][c:4]([O:12][c:13]2[c:14]([CH3:30])[cH:15][c:16](-[c:20]3[cH:21][cH:22][c:23]([C:26](=[O:27])[O:28][CH3:29])[cH:24][cH:25]3)[cH:17][c:18]2[CH3:19])[c:5]2[n:6][cH:7][n:8]([CH3:11])[c:9]2[n:10]1. Reactants: IC1=C(N2CCC3=C(C(C2=N1)OC1CCN(CC1)C)C=CC=C3)C (2-iodo-1-methyl-4-(1-methylpiperidin-4-yloxy)-9,10-dihydro-4H-3,10a-diaza-benzo[f]azulene), aqueous solution, C(=O)([O-])[O-].[K+].[K+] (K2CO3), O[C@@H]1CC[C@H](CC1)NC(=O)C1=CC=C(C=C1)B(O)O (4-(trans-4-hydroxycyclohexylcarbamoyl)phenylboronic acid), O (Water). The reagents and catalysts are C1=CC=C(C=C1)P([C-]2C=CC=C2)C3=CC=CC=C3.C1=CC=C(C=C1)P([C-]2C=CC=C2)C3=CC=CC=C3.Cl[Pd]Cl.[Fe+2] (PdCl2(dppf)2). The solvent is C1CCOC1 (THF). Run at temperature 95 celsius. Yields the product OC1CCC(CC1)NC(C1=CC=C(C=C1)C1=C(N2CCC3=C(C(C2=N1)OC1CCN(CC1)C)C=CC=C3)C)=O (N-(4-hydroxycyclohexyl)-4-[1-methyl-4-(1-methylpiperidin-4-yloxy)-9,10-dihydro-4H-3,10a-diaza-benzo[f]azulen-2-yl]benzamide). As a reaction SMILES: I[C:2]1[N:11]=[C:10]2[N:4]([CH2:5][CH2:6][C:7]3[CH:23]=[CH:22][CH:21]=[CH:20][C:8]=3[CH:9]2[O:12][CH:13]2[CH2:18][CH2:17][N:16]([CH3:19])[CH2:15][CH2:14]2)[C:3]=1[CH3:24].C([O-])([O-])=O.[K+].[K+].[OH:31][C@H:32]1[CH2:37][CH2:36][C@H:35]([NH:38][C:39]([C:41]2[CH:46]=[CH:45][C:44](B(O)O)=[CH:43][CH:42]=2)=[O:40])[CH2:34][CH2:33]1.O>C1COCC1.C1C=CC(P(C2C=CC=CC=2)[C-]2C=CC=C2)=CC=1.C1C=CC(P(C2C=CC=CC=2)[C-]2C=CC=C2)=CC=1.Cl[Pd]Cl.[Fe+2]>[OH:31][CH:32]1[CH2:33][CH2:34][CH:35]([NH:38][C:39](=[O:40])[C:41]2[CH:46]=[CH:45][C:44]([C:2]3[N:11]=[C:10]4[N:4]([CH2:5][CH2:6][C:7]5[CH:23]=[CH:22][CH:21]=[CH:20][C:8]=5[CH:9]4[O:12][CH:13]4[CH2:18][CH2:17][N:16]([CH3:19])[CH2:15][CH2:14]4)[C:3]=3[CH3:24])=[CH:43][CH:42]=2)[CH2:36][CH2:37]1 |f:1.2.3,7.8.9.10|. Procedure details: To a solution of 2-iodo-1-methyl-4-(1-methylpiperidin-4-yloxy)-9,10-dihydro-4H-3,10a-diaza-benzo[f]azulene (example 133) (50 mg, 0.114 mmoles) in THF (0.7 mL) in a screw-capped vial under argon are added a 1M aqueous solution of K2CO3 (0.5 mL, 0.5 mmole), PdCl2(dppf)2 (4.5 mg, 6 μmole) and 4-(trans-4-hydroxycyclohexylcarbamoyl)phenylboronic acid (45 mg, 0.150 mmole). The reaction mixture is heated at 95° C. overnight. Water is added to the reaction mixture and the aqueous phase is extracted thre...